This data is from the Open Reaction Database (ORD), a public repository of structured organic reaction records. The task is: describe an organic reaction: reactants, conditions, products, and yield Reactants: CC1(C)CC(=Cc2cc(C(C)(C)C)c(O)c(C(C)(C)C)c2)C(=O)N1, CC(=O)O, Cc1ccccc1, O=C=NS(=O)(=O)Cl, O. Product: CC(C)(C)c1cc(C=C2CC(C)(C)N(C(N)=O)C2=O)cc(C(C)(C)C)c1O. Reaction SMILES: [C:1]([CH3:2])([CH3:3])([CH3:4])[c:5]1[cH:6][c:7]([CH:8]=[C:9]2[C:10](=[O:16])[NH:11][C:12]([CH3:14])([CH3:15])[CH2:13]2)[cH:17][c:18]([C:21]([CH3:22])([CH3:23])[CH3:24])[c:19]1[OH:20].[C:33]([OH:34])(=[O:35])[CH3:36].[CH3:37][c:38]1[cH:39][cH:40][cH:41][cH:42][cH:43]1.[Cl:25][S:26](=[O:27])(=[O:28])[N:29]=[C:30]=[O:31].[OH2:32]>>[C:1]([CH3:2])([CH3:3])([CH3:4])[c:5]1[cH:6][c:7]([CH:8]=[C:9]2[C:10](=[O:16])[N:11]([C:30]([NH2:29])=[O:31])[C:12]([CH3:14])([CH3:15])[CH2:13]2)[cH:17][c:18]([C:21]([CH3:22])([CH3:23])[CH3:24])[c:19]1[OH:20].